Dataset: the Open Reaction Database (ORD), a public repository of structured organic reaction records. Task: describe an organic reaction: reactants, conditions, products, and yield Reactants: C(C)(=O)O (acetic acid), C([O-])([O-])=O.[K+].[K+] (potassium carbonate), NC1=C(N=CN1[C@H]1[C@H](O)[C@H](O)[C@H](O1)CO)C(=O)N (5-Amino-1-(β-D-ribofuranosyl)-1H-imidazole-4-carboxamide), C(C1=CC=CC=C1)(=O)N=C=S (benzoylisothiocyanate). The solvent is O (water), CO (methanol), CN(C)C=O (DMF), O (water). Yields the product [C@@H]1([C@H](O)[C@H](O)[C@H](O1)CO)N1C=NC(=C1NC(N)=S)C(=O)N (1-(β-D-ribofuranosyl)-5-(thiocarbamoyl)amino-1H-imidazole-4-carboxamide). Yield: 81.4%. RXN SMILES: [NH2:1][C:2]1[N:6]([C@@H:7]2[O:13][C@H:12]([CH2:14][OH:15])[C@@H:10]([OH:11])[C@H:8]2[OH:9])[CH:5]=[N:4][C:3]=1[C:16]([NH2:18])=[O:17].C([N:27]=[C:28]=[S:29])(=O)C1C=CC=CC=1.C(=O)([O-])[O-].[K+].[K+].C(O)(=O)C>CN(C=O)C.O.CO>[C@@H:7]1([N:6]2[C:2]([NH:1][C:28](=[S:29])[NH2:27])=[C:3]([C:16]([NH2:18])=[O:17])[N:4]=[CH:5]2)[O:13][C@H:12]([CH2:14][OH:15])[C@@H:10]([OH:11])[C@H:8]1[OH:9] |f:2.3.4|. Procedure details: 5-Amino-1-(β-D-ribofuranosyl)-1H-imidazole-4-carboxamide (5.0 g, 19.4 mM) and benzoylisothiocyanate (3.3 g, 20 mM) was stirred at room temperature in DMF (40 ml) for 1 hour. The solvent was stripped off in water-jet vacuo. The residue was dissolved in methanol (160 ml) and potassium carbonate (1.6 g, 11.6 mM) in water (8 ml) was added whereafter the mixture was refluxed at 2 hours. After cooling to room temperature acetic acid was added to pH 6. The reaction mixture was evaporated in water-jet v... The reactants are NC=1C=C(C=CC1N)C (3,4-diaminotoluene), Cl (HCl), O.O.C(C(=O)O)(=O)O (oxalic acid dihydrate), [OH-].[Na+] (NaOH), Cl (HCl). Run at temperature 25 celsius. Product: CC=1C=C2NC(C(NC2=CC1)=O)=O (6-Methyl-1,4-dihydro-2,3-quinoxalinedione). Isolated yield 518.2%. As a reaction SMILES: [NH2:1][C:2]1[CH:3]=[C:4]([CH3:9])[CH:5]=[CH:6][C:7]=1[NH2:8].Cl.O.O.[C:13](O)(=[O:17])[C:14](O)=[O:15].[OH-].[Na+]>>[CH3:9][C:4]1[CH:3]=[C:2]2[C:7](=[CH:6][CH:5]=1)[NH:8][C:14](=[O:15])[C:13](=[O:17])[NH:1]2 |f:2.3.4,5.6|. Reported procedure: To a stirred solution of 3,4-diaminotoluene (0.302 g, 0.247 mmol, Aldrich) in 2 N HCl (4 mL, 8 mmol), oxalic acid dihydrate (0.330 g, 0.261 mmol, Fisher) was added in one portion. The resulting deep purple solution was refluxed for 13 h, to give a purple suspension. This was cooled to 25° C., filtered, washed with water (5 mL), and dried in vacuo (0.1 mm Hg) to give a blue-grey powder. This was taken up in 2 N NaOH (34 mL, 68 mmol), giving a brown solution, which was filtered. The brown filtrate... Starting materials: CCCCN1CCN(C(=O)OC(C)(C)C)c2ccc(C(=O)OC)cc21, CO, [K+], [OH-]. Yields the product CCCCN1CCN(C(=O)OC(C)(C)C)c2ccc(C(=O)O)cc21. RXN SMILES: [CH2:1]([CH2:2][CH2:3][CH3:4])[N:5]1[CH2:6][CH2:7][N:8]([C:19](=[O:20])[O:21][C:22]([CH3:23])([CH3:24])[CH3:25])[c:9]2[cH:10][cH:11][c:12]([C:15](=[O:16])[O:17][CH3:18])[cH:13][c:14]21.[CH3:28][OH:29].[K+:27].[OH-:26]>>[CH2:1]([CH2:2][CH2:3][CH3:4])[N:5]1[CH2:6][CH2:7][N:8]([C:19](=[O:20])[O:21][C:22]([CH3:23])([CH3:24])[CH3:25])[c:9]2[cH:10][cH:11][c:12]([C:15](=[O:16])[OH:17])[cH:13][c:14]21. Reactants: O=C([O-])O, CO, Cl, [Na+], O, O=C(O)c1ncccc1O. Yields the product COC(=O)c1ncccc1O. RXN SMILES: [C:12](=[O:13])([OH:14])[O-:15].[CH3:17][OH:18].[ClH:11].[Na+:16].[OH2:19].[OH:1][c:2]1[c:3]([C:8](=[O:9])[OH:10])[n:4][cH:5][cH:6][cH:7]1>>[OH:1][c:2]1[c:3]([C:8](=[O:9])[O:10][CH3:12])[n:4][cH:5][cH:6][cH:7]1. The reactants are ClC1=CC(=NC2=CC=C(C=C12)C)N1CCS(C2=C(C1)C=CC=C2)=O (4-(4-chloro-6-methylquinolin-2-yl)-2,3,4,5-tetrahydro-1,4-benzothiazepine 1-oxide), N1CC(CC1)NC(OC(C)(C)C)=O (tert-butyl pyrrolidin-3-ylcarbamate). Product: CC=1C=C2C(=CC(=NC2=CC1)N1CCS(C2=C(C1)C=CC=C2)=O)N2CC(CC2)N (1-[6-Methyl-2-(1-oxido-2,3-dihydro-1,4-benzothiazepin-4(5H)-yl)quinolin-4-yl]pyrrolidin-3-amine). Reaction SMILES: Cl[C:2]1[C:11]2[C:6](=[CH:7][CH:8]=[C:9]([CH3:12])[CH:10]=2)[N:5]=[C:4]([N:13]2[CH2:19][C:18]3[CH:20]=[CH:21][CH:22]=[CH:23][C:17]=3[S:16](=[O:24])[CH2:15][CH2:14]2)[CH:3]=1.[NH:25]1[CH2:29][CH2:28][CH:27]([NH:30]C(=O)OC(C)(C)C)[CH2:26]1>>[CH3:12][C:9]1[CH:10]=[C:11]2[C:6](=[CH:7][CH:8]=1)[N:5]=[C:4]([N:13]1[CH2:19][C:18]3[CH:20]=[CH:21][CH:22]=[CH:23][C:17]=3[S:16](=[O:24])[CH2:15][CH2:14]1)[CH:3]=[C:2]2[N:25]1[CH2:29][CH2:28][CH:27]([NH2:30])[CH2:26]1. Procedure details: The title compound was prepared in analogy to Example 19-1 in Scheme 7 by using 4-(4-chloro-6-methylquinolin-2-yl)-2,3,4,5-tetrahydro-1,4-benzothiazepine 1-oxide (prepared in analogy to the one in Example 18-1) and tert-butyl pyrrolidin-3-ylcarbamate. MS obsd. (ESI+) [(M+H)+] 407, 1H NMR (400 MHz, CD3OD) δ ppm 7.81 (s, 1 H), 7.71 (t, J=8.21 Hz, 2 H), 7.57-7.36 (m, 3 H), 7.27 (dd, J=8.59, 1.77 Hz, 1 H), 6.11 (s, 1 H), 5.21 (d, J=16.17 Hz, 1 H), 4.76 (d, J=15.92 Hz, 2 H), 4.50 (brs, 1 H), 3.88-3.7... Starting materials: 1a, CI (methyl iodide), OC(C)[C@H]1CC[C@H]2[C@@H]3CCC4=CC(CC[C@]4(C)[C@H]3CC[C@]12C)=O (20-hydroxy-4-pregnen-3-one), CC(C)([O-])C.[K+] (potassium t-butoxide). Product: CC1=C2CC[C@H]3[C@@H]4CC[C@H](C(C)O)[C@]4(CC[C@@H]3[C@]2(CCC1=O)C)C (4-methyl-20-hydroxy-4-pregnen-3-one). As a reaction SMILES: [OH:1][CH:2]([C@@H:4]1[C@:21]2([CH3:22])[C@H:7]([C@H:8]3[C@H:18]([CH2:19][CH2:20]2)[C@:16]2([CH3:17])[C:11](=[CH:12][C:13](=[O:23])[CH2:14][CH2:15]2)[CH2:10][CH2:9]3)[CH2:6][CH2:5]1)[CH3:3].[CH3:24]C(C)([O-])C.[K+].CI>>[CH3:24][C:12]1[C:13](=[O:23])[CH2:14][CH2:15][C@@:16]2([CH3:17])[C:11]=1[CH2:10][CH2:9][C@@H:8]1[C@@H:18]2[CH2:19][CH2:20][C@@:21]2([CH3:22])[C@H:7]1[CH2:6][CH2:5][C@@H:4]2[CH:2]([OH:1])[CH3:3] |f:1.2|. Reported procedure: With reference to Scheme 4, alkylation of 1a, such as 20-hydroxy-4-pregnen-3-one, using potassium t-butoxide and methyl iodide yields 4-methyl-20-hydroxy-4-pregnen-3-one 1b. Allylic bromination of N-bromosuccinimide in carbon tetrachloride yields the 6β-bromo derivative. Protection of the C-20 alcohol as its t-butyldimethyl silyl derivative yields 3. Lithium aluminum hydride reduction of the ketone in 3 with concomitant double bond migration and loss of bromide should yield 4. Protection of the ... Product: ClC1=CC2=C(OC3=C(CCN(CCO2)C(=O)OCC)C=CC=C3)C=C1 (ethyl 3-chloro-7,8,9,10-tetrahydro-6H-dibenzo[b,j][1,4,7]dioxaazacycloundecine-8-carboxylate). The solvent is C1(=CC=CC=C1)C (toluene). Procedure: 4.47 ml of chloroformic acid ethyl ester were added at room temperature to a solution of 4.17 g of 3-chloro-7,8,9,10-tetrahydro-8-phenylmethyl-6H-dibenzo[b,j][1,4,7]dioxaazacycloundecine in 390 ml of toluene. The mixture was heated to reflux overnight, and after cooling shaken with excess of 1N hydrochloric acid. The toluene layer was separated and the acid aqueous layer extracted with diethyl ether. The combined organic extracts were shaken with 1N hydrochloric acid and water, after which the o... RXN SMILES: [CH2:1]([O:3][C:4](Cl)=[O:5])[CH3:2].[Cl:7][C:8]1[CH:33]=[CH:32][C:11]2[O:12][C:13]3[CH:31]=[CH:30][CH:29]=[CH:28][C:14]=3[CH2:15][CH2:16][N:17](CC3C=CC=CC=3)[CH2:18][CH2:19][O:20][C:10]=2[CH:9]=1.Cl>C1(C)C=CC=CC=1>[Cl:7][C:8]1[CH:33]=[CH:32][C:11]2[O:12][C:13]3[CH:31]=[CH:30][CH:29]=[CH:28][C:14]=3[CH2:15][CH2:16][N:17]([C:4]([O:3][CH2:1][CH3:2])=[O:5])[CH2:18][CH2:19][O:20][C:10]=2[CH:9]=1. The reactants are C(C)OC(=O)Cl (chloroformic acid ethyl ester), ClC1=CC2=C(OC3=C(CCN(CCO2)CC2=CC=CC=C2)C=CC=C3)C=C1 (3-chloro-7,8,9,10-tetrahydro-8-phenylmethyl-6H-dibenzo[b,j][1,4,7]dioxaazacycloundecine), Cl (hydrochloric acid). The yield is 95.0%. Reactants: C(C)(C)(C)OC(CC(C(COC1=C(C(=CC(=C1F)F)F)F)O)NC(CCCCCCCCCCNC(=O)OC(C)(C)C)=O)=O (3-(11-tert-Butoxycarbonylamino-undecanoylamino)-4-hydroxy-5-(2,3,5,6-tetrafluoro-phenoxy)-pentanoic acid tert-butyl ester), CC(=O)OI1(C=2C=CC=CC2C(=O)O1)(OC(=O)C)OC(=O)C (Dess-Martin periodinane), C(=O)(O)[O-].[Na+] (NaHCO3). Solvent: C(Cl)Cl (DCM). Yields the product C(C)(C)(C)OC(CC(C(COC1=C(C(=CC(=C1F)F)F)F)=O)NC(CCCCCCCCCCNC(=O)OC(C)(C)C)=O)=O (3-(11-tert-Butoxycarbonylamino-undecanoylamino)-4-oxo-5-(2,3,5,6-tetrafluoro-phenoxy)-pentanoic acid tert-butyl ester). Yield: 40.9%. Reaction SMILES: [C:1]([O:5][C:6](=[O:44])[CH2:7][CH:8]([NH:23][C:24](=[O:43])[CH2:25][CH2:26][CH2:27][CH2:28][CH2:29][CH2:30][CH2:31][CH2:32][CH2:33][CH2:34][NH:35][C:36]([O:38][C:39]([CH3:42])([CH3:41])[CH3:40])=[O:37])[CH:9]([OH:22])[CH2:10][O:11][C:12]1[C:17]([F:18])=[C:16]([F:19])[CH:15]=[C:14]([F:20])[C:13]=1[F:21])([CH3:4])([CH3:3])[CH3:2].CC(OI1(OC(C)=O)(OC(C)=O)OC(=O)C2C=CC=CC1=2)=O.C([O-])(O)=O.[Na+]>C(Cl)Cl>[C:1]([O:5][C:6](=[O:44])[CH2:7][CH:8]([NH:23][C:24](=[O:43])[CH2:25][CH2:26][CH2:27][CH2:28][CH2:29][CH2:30][CH2:31][CH2:32][CH2:33][CH2:34][NH:35][C:36]([O:38][C:39]([CH3:42])([CH3:41])[CH3:40])=[O:37])[C:9](=[O:22])[CH2:10][O:11][C:12]1[C:17]([F:18])=[C:16]([F:19])[CH:15]=[C:14]([F:20])[C:13]=1[F:21])([CH3:4])([CH3:2])[CH3:3] |f:2.3|. Procedure details: Composition 15 (56 mg, 0.088 mmol) and Dess-Martin periodinane (48 mg, 0.114 mmol, 1.3 equiv) in DCM (2 mL) were added to a dry round bottom flask equipped with a magnetic stir bar. The cloudy white suspension was allowed to react for 20 minutes. Saturated NaHCO3 (20 ml) was added and the reaction was extracted with EtOAc (20 mL). The organic layer was dried over NaHCO3, concentrated in vacuo, and purified via column chromatography (silica gel, 1:1, hexanes/EtOAc) to give 16 (23 mg, 0.036 mmol, ... The reactants are CCCCCCN1CC2C(C1)C2(C)c1cccc(N)c1, CS(=O)(=O)Cl, ClCCl, c1ccncc1. The product is CCCCCCN1CC2C(C1)C2(C)c1cccc(NS(C)(=O)=O)c1. As a reaction SMILES: [CH2:1]([CH2:2][CH2:3][CH2:4][CH2:5][CH3:6])[N:7]1[CH2:8][CH:9]2[C:10]([CH3:13])([c:14]3[cH:15][c:16]([NH2:20])[cH:17][cH:18][cH:19]3)[CH:11]2[CH2:12]1.[CH3:27][S:28](=[O:29])(=[O:30])[Cl:31].[Cl:32][CH2:33][Cl:34].[cH:21]1[cH:22][cH:23][n:24][cH:25][cH:26]1>>[CH2:1]([CH2:2][CH2:3][CH2:4][CH2:5][CH3:6])[N:7]1[CH2:8][CH:9]2[C:10]([CH3:13])([c:14]3[cH:15][c:16]([NH:20][S:28]([CH3:27])(=[O:29])=[O:30])[cH:17][cH:18][cH:19]3)[CH:11]2[CH2:12]1. Reactants: C(C)OC(C(CCCCCC(=O)O)C1=CC=CC=C1)=S (ethyl-7-carboxy-2-phenylthioheptanoate), FC(C(=O)OC(C(F)(F)F)=O)(F)F (trifluoroacetic anhydride), O1C=CC=C1 (furan). Run in ClCCl (dichloromethane). Run at time 10 minute. The product is O1C(=CC=C1)C(CCCCCC(C(=S)O)C1=CC=CC=C1)=O (8-(2-furyl)-8-oxo-2-phenylthiooctanoic acid). RXN SMILES: C([O:3][C:4](=[S:20])[CH:5]([C:14]1[CH:19]=[CH:18][CH:17]=[CH:16][CH:15]=1)[CH2:6][CH2:7][CH2:8][CH2:9][CH2:10][C:11]([OH:13])=O)C.F[C:22](F)(F)[C:23]([O:25][C:26](=O)[C:27](F)(F)F)=O.O1C=CC=C1>ClCCl>[O:25]1[CH:26]=[CH:27][CH:22]=[C:23]1[C:11](=[O:13])[CH2:10][CH2:9][CH2:8][CH2:7][CH2:6][CH:5]([C:14]1[CH:15]=[CH:16][CH:17]=[CH:18][CH:19]=1)[C:4]([OH:3])=[S:20]. Reported procedure: To a stirred, ice-cold solution of 7.75 g. of ethyl-7-carboxy-2-phenylthioheptanoate in 25 ml. of dichloromethane is added 3.5 ml. of trifluoroacetic anhydride during 2 minutes. The solution is stirred at ambient temperature for 10 minutes, recooled to 0° C. and treated with 9 ml. of furan during 2 minutes. The resulting solution is stirred at ambient temperature for 18 hours and then partitioned with 1:1 ether-petroleum either and aqueous sodium bicarbonate. The organic phase is washed with wat...